From a dataset of the Open Reaction Database (ORD), a public repository of structured organic reaction records. describe an organic reaction: reactants, conditions, products, and yield Starting materials: ClC1=C(C=CC=C1)CC(=O)Cl (2-(2-chlorophenyl)acetyl chloride), S(=O)(=O)=O (sulphur trioxide), C(Cl)(Cl)Cl (CHCl3). Solvent: ClC(C)Cl (dichloroethane), ClCCl (dichloromethane). Yields the product ClC1=C(C=CC=C1)C(C(=O)Cl)S(=O)(=O)O (2-(2-Chlorophenyl)-2-sulphoacetyl chloride). Reaction SMILES: [Cl:1][C:2]1[CH:7]=[CH:6][CH:5]=[CH:4][C:3]=1[CH2:8][C:9]([Cl:11])=[O:10].[S:12](=[O:15])(=[O:14])=[O:13].C(Cl)(Cl)Cl>ClCCl.ClC(Cl)C>[Cl:1][C:2]1[CH:7]=[CH:6][CH:5]=[CH:4][C:3]=1[CH:8]([S:12]([OH:15])(=[O:14])=[O:13])[C:9]([Cl:11])=[O:10]. Reported procedure: A solution of 2-(2-chlorophenyl)acetyl chloride (1.89 g, 10 mmole) in dichloromethane (20 ml) was treated with a suspension of sulphur trioxide--dioxane complex (15 mmole) in dichloroethane at 0° C. The mixture was stirred at room temperature for eighteen hours and evaporated to afford a yellow gum. νmax. (CHCl3) 1800 cm-1. The reactants are C(CC(O)(C(=O)O)CC(=O)O)(=O)O (citric acid), N (ammonia), C(CC(O)(C(=O)[O-])CC(=O)[O-])(=O)[O-].[NH4+].[NH4+].[NH4+] (triammonium citrate), O.O=C[C@H](O)[C@@H](O)[C@H](O)[C@H](O)CO (dextrose monohydrate), C(CC(O)(C(=O)[O-])CC(=O)[O-])(=O)[O-].[NH4+].[NH4+].[NH4+] (triammonium citrate), C(CC(O)(C(=O)[O-])CC(=O)[O-])(=O)[O-].[NH4+].[NH4+].[NH4+] (triammonium citrate), O.O=C[C@H](O)[C@@H](O)[C@H](O)[C@H](O)CO (dextrose monohydrate). Solvent: O (water). Product: C(CC(O)(C(=O)[O-])CC(=O)[O-])(=O)[O-].[NH4+].[NH4+].[NH4+].O=C[C@H](O)[C@@H](O)[C@H](O)[C@H](O)CO (triammonium citrate dextrose), C(CC(O)(C(=O)[O-])CC(=O)[O-])(=O)[O-].[NH4+].[NH4+].[NH4+] (triammonium citrate), O.O=C[C@H](O)[C@@H](O)[C@H](O)[C@H](O)CO (dextrose monohydrate). As a reaction SMILES: [C:1]([O-:13])(=[O:12])[CH2:2][C:3]([CH2:8][C:9]([O-:11])=[O:10])([C:5]([O-:7])=[O:6])[OH:4].[NH4+:14].[NH4+].[NH4+].[C:17]([OH:29])(=[O:28])[CH2:18][C:19]([CH2:24][C:25]([OH:27])=[O:26])([C:21]([OH:23])=[O:22])[OH:20].N.[OH2:31].[O:32]=[CH:33][C@@H:34]([C@H:36]([C@@H:38]([C@@H:40]([CH2:42][OH:43])[OH:41])[OH:39])[OH:37])[OH:35]>O>[C:1]([O-:13])(=[O:12])[CH2:2][C:3]([CH2:8][C:9]([O-:11])=[O:10])([C:5]([O-:7])=[O:6])[OH:4].[NH4+:14].[NH4+:14].[NH4+:14].[O:32]=[CH:33][C@@H:34]([C@H:36]([C@@H:38]([C@@H:40]([CH2:42][OH:43])[OH:41])[OH:39])[OH:37])[OH:35].[C:17]([O-:29])(=[O:28])[CH2:18][C:19]([CH2:24][C:25]([O-:27])=[O:26])([C:21]([O-:23])=[O:22])[OH:20].[NH4+:14].[NH4+:14].[NH4+:14].[OH2:31].[O:32]=[CH:33][C@@H:34]([C@H:36]([C@@H:38]([C@@H:40]([CH2:42][OH:43])[OH:41])[OH:39])[OH:37])[OH:35] |f:0.1.2.3,6.7,9.10.11.12.13,14.15.16.17,18.19|. Reported procedure: Aqueous triammonium citrate-dextrose binders were prepared according to the following procedure: Aqueous solutions (25%) of triammonium citrate (81.9 g citric acid, 203.7 g water, and 114.4 g of a 19% percent solution of ammonia) and dextrose monohydrate (50.0 g of dextrose monohydrate in 150.0 g water) were combined at room temperature in the following proportions by volume: 1:24, 1:12, 1:8, 1:6, 1:5, 1:4, and 1:3, where the relative volume of triammonium citrate is listed as “1.” For example, ... Reactants: FC(C1=NC=CC=C1)(F)F (2-(trifluoromethyl)pyridine), FC1(C(N(CC1=C)C(=O)OC(C)(C)C)=O)F (tert-butyl 3,3-difluoro-4-methylene-2-oxopyrrolidine-1-carboxylate), [Cl-].[NH4+] (ammonium chloride), CC1(NC(CCC1)(C)C)C (2,2,6,6-tetramethylpiperidine), C(CCC)[Li] (n-butyllithium). Solvent: O1CCCC1 (tetrahydrofuran), O1CCCC1 (tetrahydrofuran), O1CCCC1 (tetrahydrofuran), CCCCCC (hexane). Conditions: time 15 minute. Yields the product FC(C(CNC(OC(C)(C)C)=O)=C)(C(C=1C(=NC=CC1)C(F)(F)F)=O)F (tert-butyl {3,3-difluoro-2-methylene-4-oxo-4-[2-(trifluoromethyl)pyridin-3-yl]butyl}carbamate). Isolated yield 86.6%. Reaction SMILES: CC1(C)CCCC(C)(C)N1.C([Li])CCC.[F:16][C:17]([F:25])([F:24])[C:18]1[CH:23]=[CH:22][CH:21]=[CH:20][N:19]=1.[F:26][C:27]1([F:41])[C:31](=[CH2:32])[CH2:30][N:29]([C:33]([O:35][C:36]([CH3:39])([CH3:38])[CH3:37])=[O:34])[C:28]1=[O:40].[Cl-].[NH4+]>O1CCCC1.CCCCCC>[F:26][C:27]([F:41])([C:28](=[O:40])[C:23]1[C:18]([C:17]([F:25])([F:24])[F:16])=[N:19][CH:20]=[CH:21][CH:22]=1)[C:31](=[CH2:32])[CH2:30][NH:29][C:33](=[O:34])[O:35][C:36]([CH3:37])([CH3:38])[CH3:39] |f:4.5|. Procedure details: Under a nitrogen atmosphere, to a solution of 2,2,6,6-tetramethylpiperidine (10.2 g) in anhydrous tetrahydrofuran (100 mL) was added dropwise a 1.61 mol/L hexane solution (40.5 mL) of n-butyllithium at −78° C., and the mixture was stirred at the same temperature for 15 min. To the obtained solution was added dropwise a solution of 2-(trifluoromethyl)pyridine (10.2 g) in anhydrous tetrahydrofuran (10 mL) at the same temperature over 30 min, and the mixture was stirred for 2 hr. A solution of tert...